From a dataset of the Open Reaction Database (ORD), a public repository of structured organic reaction records. describe an organic reaction: reactants, conditions, products, and yield The reactants are BrC=1C=NC(=NC1)Cl (5-bromo-2-chloropyrimidine), FC([C@H]1NCCC1)(F)F ((S)-2-(trifluoromethyl)pyrrolidine), C([O-])([O-])=O.[K+].[K+] (potassium carbonate), C(C)(C)(CC)O (t-amyl alcohol). Reaction conditions: temperature 85 celsius, time 72 hour. The product is BrC=1C=NC(=NC1)N1[C@@H](CCC1)C(F)(F)F ((S)-5-Bromo-2-(2-(trifluoromethyl)pyrrolidin-1-yl)pyrimidine). As a reaction SMILES: [Br:1][C:2]1[CH:3]=[N:4][C:5](Cl)=[N:6][CH:7]=1.[F:9][C:10]([F:17])([F:16])[C@@H:11]1[CH2:15][CH2:14][CH2:13][NH:12]1.C(=O)([O-])[O-].[K+].[K+].C(O)(CC)(C)C>>[Br:1][C:2]1[CH:3]=[N:4][C:5]([N:12]2[CH2:13][CH2:14][CH2:15][C@H:11]2[C:10]([F:17])([F:16])[F:9])=[N:6][CH:7]=1 |f:2.3.4|. Reported procedure: A flask was charged with 5-bromo-2-chloropyrimidine (36.62 g, 189 mmol), (S)-2-(trifluoromethyl)pyrrolidine (34.2 g, 246 mmol), potassium carbonate (39.2 g, 284 mmol)) and t-amyl alcohol (189 mL). The reaction mixture was stirred at 85° C. for 72 hours. The reaction mixture was then filtered over Celite®, washed with CH2Cl2 (2×) and concentrated in vacuo. The crude residue was redissolved in CH2Cl2 and washed with water and brine. The combined organic layers were dried over MgSO4, filtered and c... Starting materials: [N+](=O)([O-])C1=C2C=CC(NC2=CC=C1OCCCCBr)=O (5-nitro-6-(4-bromo-butoxy)-carbostyril), C(C)(=O)OC(C)=O (acetic acid anhydride), C1(=CC=CC=C1)S (thiophenol), N(C(=O)C)C1=C2C=CC(NC2=CC=C1OCCCCBr)=O (5-acetamino-6-(4-bromo-butoxy)-carbostyril). The reagents and catalysts are [Zn] (zinc). Solvent: C(C)(=O)O (acetic acid). Yields the product N(C(=O)C)C1=C2C=CC(NC2=CC=C1OCCCCSC1=CC=CC=C1)=O (5-Acetamino-6-(4-phenylmercapto-butoxy)-carbostyril). Reaction SMILES: [NH:1]([C:5]1[C:14]([O:15][CH2:16][CH2:17][CH2:18][CH2:19]Br)=[CH:13][CH:12]=[C:11]2[C:6]=1[CH:7]=[CH:8][C:9](=[O:21])[NH:10]2)[C:2]([CH3:4])=[O:3].[N+](C1C(OCCCCBr)=CC=C2C=1C=CC(=O)N2)([O-])=O.C(OC(=O)C)(=O)C.[C:49]1([SH:55])[CH:54]=[CH:53][CH:52]=[CH:51][CH:50]=1>C(O)(=O)C.[Zn]>[NH:1]([C:5]1[C:14]([O:15][CH2:16][CH2:17][CH2:18][CH2:19][S:55][C:49]2[CH:54]=[CH:53][CH:52]=[CH:51][CH:50]=2)=[CH:13][CH:12]=[C:11]2[C:6]=1[CH:7]=[CH:8][C:9](=[O:21])[NH:10]2)[C:2]([CH3:4])=[O:3]. Procedure: Prepared analogous to Example 122 from 5-acetamino-6-(4-bromo-butoxy)-carbostyril [prepared by reduction with zinc in acetic acid of 5-nitro-6-(4-bromo-butoxy)-carbostyril in the presence of acetic acid anhydride] and thiophenol. The reactants are CCOCC, [Cl-], OCC=Cc1cc2cc(Cl)c(Cl)cc2[nH]1, [Na+], O=[Mn]=O. RXN SMILES: [CH3:18][CH2:19][O:20][CH2:21][CH3:22].[Cl-:16].[Cl:1][c:2]1[cH:3][c:4]2[cH:5][c:6]([CH:12]=[CH:13][CH2:14][OH:15])[nH:7][c:8]2[cH:9][c:10]1[Cl:11].[Na+:17].[O:23]=[Mn:24]=[O:25]>>[Cl:1][c:2]1[cH:3][c:4]2[cH:5][c:6]([CH:12]=[CH:13][CH:14]=[O:15])[nH:7][c:8]2[cH:9][c:10]1[Cl:11]. Yields the product O=CC=Cc1cc2cc(Cl)c(Cl)cc2[nH]1. Starting materials: Cc1ccnc(Br)c1, OCc1ccnc(Br)c1, CC(C)(C)O, CC(C)(C)[O-], O=C(Nc1cc(C(F)(F)F)cc(C(F)(F)F)c1)N1CCN(c2nccnc2Cl)CC1, [K+]. Product: O=C(Nc1cc(C(F)(F)F)cc(C(F)(F)F)c1)N1CCN(c2nccnc2OCc2ccnc(Br)c2)CC1. RXN SMILES: [Br:16][c:17]1[cH:18][c:19]([CH3:20])[cH:21][cH:22][n:23]1.[Br:7][c:8]1[n:9][cH:10][cH:11][c:12]([CH2:14][OH:15])[cH:13]1.[C:54]([OH:55])([CH3:56])([CH3:57])[CH3:58].[CH3:1][C:2]([CH3:3])([O-:4])[CH3:5].[F:24][C:25]([c:26]1[cH:27][c:28]([NH:36][C:37](=[O:38])[N:39]2[CH2:40][CH2:41][N:42]([c:45]3[n:46][cH:47][cH:48][n:49][c:50]3[Cl:51])[CH2:43][CH2:44]2)[cH:29][c:30]([C:32]([F:33])([F:34])[F:35])[cH:31]1)([F:52])[F:53].[K+:6]>>[Br:7][c:8]1[n:9][cH:10][cH:11][c:12]([CH2:14][O:15][c:50]2[c:45]([N:42]3[CH2:41][CH2:40][N:39]([C:37]([NH:36][c:28]4[cH:27][c:26]([C:25]([F:24])([F:52])[F:53])[cH:31][c:30]([C:32]([F:33])([F:34])[F:35])[cH:29]4)=[O:38])[CH2:44][CH2:43]3)[n:46][cH:47][cH:48][n:49]2)[cH:13]1. Reactants: CS(=O)(=O)Nc1ccc(CCC(=O)OCc2ccccc2)cc1, CCO. Product: CS(=O)(=O)Nc1ccc(CCC(=O)O)cc1. Reaction SMILES: [CH2:1]([c:2]1[cH:3][cH:4][cH:5][cH:6][cH:7]1)[O:8][C:9]([CH2:10][CH2:11][c:12]1[cH:13][cH:14][c:15]([NH:18][S:19](=[O:20])(=[O:21])[CH3:22])[cH:16][cH:17]1)=[O:23].[CH3:24][CH2:25][OH:26]>>[O:8]=[C:9]([CH2:10][CH2:11][c:12]1[cH:13][cH:14][c:15]([NH:18][S:19](=[O:20])(=[O:21])[CH3:22])[cH:16][cH:17]1)[OH:23]. Starting materials: C(C)(=O)N(CC=1N=NN(C1)C)CC1=CC=C(C(=O)O)C=C1 (4-({Acetyl[(1-methyl-1H-1,2,3-triazol-4-yl)methyl]amino}methyl)benzoic acid), C(Cl)Cl.C(=O)(C(F)(F)F)O (DCM TFA), C(CCl)Cl (EDC), CC(C)(C)N(C([O-])=O)C1=C(C=C(C=C1)C=1SC=CC1)NC(=O)C1=CC=C(C=C1)CCl (1,1-dimethylethyl[2-({[4-(chloromethyl)phenyl]carbonyl}amino)-4-(2-thienyl)phenyl]carbamate), C=1C=CC2=C(C1)N=NN2O (HOBT), C(=O)(O)[O-].[Na+] (NaHCO3). Solvent: CN(C)C=O (DMF), CCOC(=O)C (EtOAc). Reaction conditions: temperature 60 celsius, time 8 hour. Product: C(C)(=O)N(CC=1N=NN(C1)C)CC1=CC=C(C(=O)NC2=C(C=CC(=C2)C=2SC=CC2)N)C=C1 (4-({Acetyl[(1-methyl-1H-1,2,3-triazol-4-yl)methyl]amino}methyl)-N-[2-amino-5-(2-thienyl)phenyl]benzamide). Reaction SMILES: [C:1]([N:4]([CH2:12][C:13]1[CH:21]=[CH:20][C:16]([C:17]([OH:19])=O)=[CH:15][CH:14]=1)[CH2:5][C:6]1[N:7]=[N:8][N:9]([CH3:11])[CH:10]=1)(=[O:3])[CH3:2].CC([N:26]([C:30]1[CH:35]=[CH:34][C:33]([C:36]2[S:37][CH:38]=[CH:39][CH:40]=2)=[CH:32][C:31]=1[NH:41]C(C1C=CC(CCl)=CC=1)=O)C(=O)[O-])(C)C.C1C=CC2N(O)N=NC=2C=1.C(Cl)CCl.C(Cl)Cl.C(O)(C(F)(F)F)=O.C([O-])(O)=O.[Na+]>CCOC(C)=O.CN(C=O)C>[C:1]([N:4]([CH2:12][C:13]1[CH:14]=[CH:15][C:16]([C:17]([NH:41][C:31]2[CH:32]=[C:33]([C:36]3[S:37][CH:38]=[CH:39][CH:40]=3)[CH:34]=[CH:35][C:30]=2[NH2:26])=[O:19])=[CH:20][CH:21]=1)[CH2:5][C:6]1[N:7]=[N:8][N:9]([CH3:11])[CH:10]=1)(=[O:3])[CH3:2] |f:4.5,6.7|. Reported procedure: 4-({Acetyl[(1-methyl-1H-1,2,3-triazol-4-yl)methyl]amino}methyl)benzoic acid (17.7 mg, 0.061 mmol), 1,1-dimethylethyl[2-({[4-(chloromethyl)phenyl]carbonyl}amino)-4-(2-thienyl)phenyl]carbamate (22 mg, 0.074 mmol), HOBT (11 mg, 0.074 mmol) and EDC (12 mg, 0.074 mmol) were taken into DMF (409 ul) and stirred at 60° C. overnight. The reaction was diluted with EtOAc and washed with ½ saturated NaHCO3 3×, brine, dried (MgSO4) and concentrated to afford a residue taken into ca 1 mL DCM:TFA (2:1) and sti... The reactants are C(C)OC1=C(C=C(C=C1)CC(C(=O)OCC)OC(C)C)CCO (ethyl 3-[4-ethoxy-3-(2-hydroxyethyl)phenyl]-2-isopropoxypropanoate), C1(=CC=CC=C1)N=C=O (phenylisocyanate). The product is C(C)OC1=C(C=C(C=C1)CC(C(=O)O)OC(C)C)CCOC(NC1=CC=CC=C1)=O (3-{4-Ethoxy-3-[2-(phenylcarbamoyloxy)ethyl]phenyl}-2-isopropoxypropanoic acid). As a reaction SMILES: [CH2:1]([O:3][C:4]1[CH:9]=[CH:8][C:7]([CH2:10][CH:11]([O:17][CH:18]([CH3:20])[CH3:19])[C:12]([O:14]CC)=[O:13])=[CH:6][C:5]=1[CH2:21][CH2:22][OH:23])[CH3:2].[C:24]1([N:30]=[C:31]=[O:32])[CH:29]=[CH:28][CH:27]=[CH:26][CH:25]=1>>[CH2:1]([O:3][C:4]1[CH:9]=[CH:8][C:7]([CH2:10][CH:11]([O:17][CH:18]([CH3:19])[CH3:20])[C:12]([OH:14])=[O:13])=[CH:6][C:5]=1[CH2:21][CH2:22][O:23][C:31](=[O:32])[NH:30][C:24]1[CH:29]=[CH:28][CH:27]=[CH:26][CH:25]=1)[CH3:2]. Reported procedure: Using ethyl 3-[4-ethoxy-3-(2-hydroxyethyl)phenyl]-2-isopropoxypropanoate and phenylisocyanate, the title compound was obtained in the same manner as described in Example 148.